Dataset: the Open Reaction Database (ORD), a public repository of structured organic reaction records. Task: describe an organic reaction: reactants, conditions, products, and yield Starting materials: ClC1(C2CCC(C2CC1=O)CCCCCO[Si](C)(C)C(C)(C)C)Cl (6,6-dichloro-2-(5-[(1,1-dimethylethyl)dimethylsiloxy]pent-1-yl)bicyclo[3.3.0]octan-7-one), ClC1(C(CC2C(CCC12)CCCCCO[Si](C)(C)C(C)(C)C)=O)Cl (1,1-dichloro-4-[5-[[(1,1-dimethylethyl)dimethylsilyl]oxy]pentyl]hexahydro-2(1H)-pentalenone), CCOCC (ether). The reagents and catalysts are [Zn] (zinc). Run in C(C)(=O)O (acetic acid). Run at temperature 70 celsius. Product: OCCCCCC1C2CC(CC2CC1)=O (2-(5-hydroxypent-1-yl)bicyclo-[3.3.0]octan-7-one). Reaction SMILES: Cl[C:2]1(Cl)[C:9](=[O:10])[CH2:8][CH:7]2[CH:3]1[CH2:4][CH2:5][CH:6]2[CH2:11][CH2:12][CH2:13][CH2:14][CH2:15][O:16][Si](C(C)(C)C)(C)C.CCOCC>C(O)(=O)C.[Zn]>[OH:16][CH2:15][CH2:14][CH2:13][CH2:12][CH2:11][CH:6]1[CH2:5][CH2:4][CH:3]2[CH:7]1[CH2:8][C:9](=[O:10])[CH2:2]2. Procedure: The starting material, 6,6-dichloro-2-(5-[(1,1-dimethylethyl)dimethylsiloxy]pent-1-yl)bicyclo[3.3.0]octan-7-one {1,1-dichloro-4-[5-[[(1,1-dimethylethyl)dimethylsilyl]oxy]pentyl]hexahydro-2(1H)-pentalenone}(12.1 g, 0.30 moles) is dissolved in glacial acetic acid (85 ml) and the solution is stirred while zinc (25 g) is slowly added. The reaction is heated at 70° C. for 1 hour, after which time ether (100 ml) is added and the solution filtered. The filtrate is washed with brine and then neutralized... Reactants: C[O-], CO, C[Si](C)(C)C#Cc1c[nH]c(=O)[nH]c1=O, Cl, [Na+]. Yields the product C#Cc1c[nH]c(=O)[nH]c1=O. Reaction SMILES: [CH3:15][O-:16].[CH3:19][OH:20].[CH3:1][Si:2]([CH3:3])([CH3:4])[C:5]#[C:6][c:7]1[c:8](=[O:14])[nH:9][c:10](=[O:13])[nH:11][cH:12]1.[ClH:18].[Na+:17]>>[CH:5]#[C:6][c:7]1[c:8](=[O:14])[nH:9][c:10](=[O:13])[nH:11][cH:12]1. The reactants are N1(CCOCC1)C1=NC(=NC(=N1)N1C2COCC1CC2)C2=CC=C(N)C=C2 (4-[4-morpholin-4-yl-6-(3-oxa-8-azabicyclo[3.2.1]oct-8-yl)-1,3,5-triazin-2-yl]aniline), ClC(Cl)(OC(OC(Cl)(Cl)Cl)=O)Cl (triphosgene), NC1=CC=C(C#N)C=C1 (4-aminobenzonitrile). Product: C(#N)C1=CC=C(C=C1)NC(=O)NC1=CC=C(C=C1)C1=NC(=NC(=N1)N1CCOCC1)N1C2COCC1CC2 (1-(4-cyanophenyl)-3-{4-[4-morpholin-4-yl-6-(3-oxa-8-azabicyclo[3.2.1]oct-8-yl)-1,3,5-triazin-2-yl]phenyl}urea). Yield: 46.5%. RXN SMILES: [N:1]1([C:7]2[N:12]=[C:11]([N:13]3[CH:18]4[CH2:19][CH2:20][CH:14]3[CH2:15][O:16][CH2:17]4)[N:10]=[C:9]([C:21]3[CH:27]=[CH:26][C:24]([NH2:25])=[CH:23][CH:22]=3)[N:8]=2)[CH2:6][CH2:5][O:4][CH2:3][CH2:2]1.ClC(Cl)(O[C:32](=[O:38])OC(Cl)(Cl)Cl)Cl.[NH2:40][C:41]1[CH:48]=[CH:47][C:44]([C:45]#[N:46])=[CH:43][CH:42]=1>>[C:45]([C:44]1[CH:47]=[CH:48][C:41]([NH:40][C:32]([NH:25][C:24]2[CH:26]=[CH:27][C:21]([C:9]3[N:8]=[C:7]([N:1]4[CH2:2][CH2:3][O:4][CH2:5][CH2:6]4)[N:12]=[C:11]([N:13]4[CH:14]5[CH2:20][CH2:19][CH:18]4[CH2:17][O:16][CH2:15]5)[N:10]=3)=[CH:22][CH:23]=2)=[O:38])=[CH:42][CH:43]=1)#[N:46]. Procedure: Following the procedure described in example 34, reaction of 4-[4-morpholin-4-yl-6-(3-oxa-8-azabicyclo[3.2.1]oct-8-yl)-1,3,5-triazin-2-yl]aniline (22 mg, 0.06 mmol) (22 mg, 0.06 mmol, triphosgene (18 mg, 0.06 mmol) and 4-aminobenzonitrile (21 mg, 0.18 mmol) gave the title compound as off-white solid (14.3 mg, 46% yield). MS (ESI) m/z 513.5. The reactants are [Al+3], C1CCOC1, Cl, COC(=O)c1ccc(-c2ccc(F)cc2)cc1, [H-], [H-], [H-], [H-], [Li+]. Product: OCc1ccc(-c2ccc(F)cc2)cc1. As a reaction SMILES: [Al+3:2].[CH2:25]1[O:26][CH2:27][CH2:28][CH2:29]1.[ClH:24].[F:7][c:8]1[cH:9][cH:10][c:11](-[c:14]2[cH:15][cH:16][c:17]([C:20](=[O:21])[O:22][CH3:23])[cH:18][cH:19]2)[cH:12][cH:13]1.[H-:1].[H-:4].[H-:5].[H-:6].[Li+:3]>>[F:7][c:8]1[cH:9][cH:10][c:11](-[c:14]2[cH:15][cH:16][c:17]([CH2:20][OH:21])[cH:18][cH:19]2)[cH:12][cH:13]1. The reactants are CCOC(C)=O, CNc1c(C(=O)O)cccc1[N+](=O)[O-], CCO, [H][H]. RXN SMILES: [CH3:17][CH2:18][O:19][C:20]([CH3:21])=[O:22].[CH3:1][NH:2][c:3]1[c:4]([C:5](=[O:6])[OH:7])[cH:8][cH:9][cH:10][c:11]1[N+:12]([O-:13])=[O:14].[CH3:23][CH2:24][OH:25].[H:15][H:16]>>[CH3:1][NH:2][c:3]1[c:4]([C:5](=[O:6])[OH:7])[cH:8][cH:9][cH:10][c:11]1[NH2:12]. The product is CNc1c(N)cccc1C(=O)O. The reactants are Cl (hydrochloric acid), COC1=CC=C(C(=O)NC=2C(=CC=CC2)N)C=C1 (N1-(4-methoxybenzoyl)-1,2-benzenediamine), N1=CC=CC=C1 (pyridine), C1=C(C=CC2=CC=CC=C12)C(=O)Cl (2-naphthoyl chloride). The solvent is C(C)(=O)OCC (ethyl acetate), C(Cl)(Cl)Cl (chloroform). Run at time 20 hour. Product: COC1=CC=C(C(=O)NC=2C(=CC=CC2)NC(=O)C2=CC3=CC=CC=C3C=C2)C=C1 (N1-(4-methoxybenzoyl)-N2-(2-naphthoyl)benzenediamine). Yield: 64.4%. As a reaction SMILES: [CH3:1][O:2][C:3]1[CH:18]=[CH:17][C:6]([C:7]([NH:9][C:10]2[C:11]([NH2:16])=[CH:12][CH:13]=[CH:14][CH:15]=2)=[O:8])=[CH:5][CH:4]=1.N1C=CC=CC=1.[CH:25]1[C:34]2[C:29](=[CH:30][CH:31]=[CH:32][CH:33]=2)[CH:28]=[CH:27][C:26]=1[C:35](Cl)=[O:36].Cl>C(Cl)(Cl)Cl.C(OCC)(=O)C>[CH3:1][O:2][C:3]1[CH:4]=[CH:5][C:6]([C:7]([NH:9][C:10]2[C:11]([NH:16][C:35]([C:26]3[CH:27]=[CH:28][C:29]4[C:34](=[CH:33][CH:32]=[CH:31][CH:30]=4)[CH:25]=3)=[O:36])=[CH:12][CH:13]=[CH:14][CH:15]=2)=[O:8])=[CH:17][CH:18]=1. Procedure details: A solution of N1-(4-methoxybenzoyl)-1,2-benzenediamine (200 mg, 0.826 mmol) and pyridine (0.25 mL) in chloroform (5 mL) was treated with 2-naphthoyl chloride (158 mg, 0.826 mmol). After 20 h, the mixture was poured into a mixture of ethyl acetate and 1 N aqueous hydrochloric acid. The organic layer was washed with water, saturated sodium chloride solution, and dried (potassium carbonate), filtered, and concentrated in vacuo. Recrystallization from hexanes/ethyl acetate yielded 211 mg (65%) of th...